This data is from the Open Reaction Database (ORD), a public repository of structured organic reaction records. The task is: describe an organic reaction: reactants, conditions, products, and yield The reactants are CS(=O)(=O)N1CC2(CCNC2)c2cc(Cl)ccc21, CC#N, CCOC(C)=O, CCN(C(C)C)C(C)C, ClCC=Cc1ccc(Cl)cc1. Yields the product CS(=O)(=O)N1CC2(CCN(CC=Cc3ccc(Cl)cc3)C2)c2cc(Cl)ccc21. Reaction SMILES: [CH3:1][S:2](=[O:3])(=[O:4])[N:5]1[CH2:6][C:7]2([c:8]3[cH:9][c:10]([Cl:14])[cH:11][cH:12][c:13]31)[CH2:15][NH:16][CH2:17][CH2:18]2.[CH3:39][C:40]#[N:41].[CH3:42][CH2:43][O:44][C:45](=[O:46])[CH3:47].[CH:19]([N:20]([CH:21]([CH3:22])[CH3:23])[CH2:24][CH3:25])([CH3:26])[CH3:27].[Cl:28][c:29]1[cH:30][cH:31][c:32]([CH:33]=[CH:34][CH2:35][Cl:36])[cH:37][cH:38]1>>[CH3:1][S:2](=[O:3])(=[O:4])[N:5]1[CH2:6][C:7]2([c:8]3[cH:9][c:10]([Cl:14])[cH:11][cH:12][c:13]31)[CH2:15][N:16]([CH2:35][CH:34]=[CH:33][c:32]1[cH:31][cH:30][c:29]([Cl:28])[cH:38][cH:37]1)[CH2:17][CH2:18]2. Starting materials: O=S(=O)(c1ccccc1)C1CC2(c3ccccc3)N(Cc3ccccc3)C1CCC2(O)C#CCO, CCOC(C)=O. The product is O=S(=O)(c1ccccc1)C1CC2(c3ccccc3)N(Cc3ccccc3)C1CCC2(O)C=CCO. As a reaction SMILES: [CH2:1]([c:2]1[cH:3][cH:4][cH:5][cH:6][cH:7]1)[N:8]1[C:9]2([c:30]3[cH:31][cH:32][cH:33][cH:34][cH:35]3)[C:10]([OH:25])([C:26]#[C:27][CH2:28][OH:29])[CH2:11][CH2:12][CH:13]1[CH:14]([S:16](=[O:17])(=[O:18])[c:19]1[cH:20][cH:21][cH:22][cH:23][cH:24]1)[CH2:15]2.[CH3:36][CH2:37][O:38][C:39](=[O:40])[CH3:41]>>[CH2:1]([c:2]1[cH:3][cH:4][cH:5][cH:6][cH:7]1)[N:8]1[C:9]2([c:30]3[cH:31][cH:32][cH:33][cH:34][cH:35]3)[C:10]([OH:25])([CH:26]=[CH:27][CH2:28][OH:29])[CH2:11][CH2:12][CH:13]1[CH:14]([S:16](=[O:17])(=[O:18])[c:19]1[cH:20][cH:21][cH:22][cH:23][cH:24]1)[CH2:15]2. Reactants: C(C)OC(CC1=C(C(=CC=C1)SC1=C(NC2=C(C(=CC=C12)Cl)F)C)F)=O ([3-(6-Chloro-7-fluoro-2-methyl-1H-indol-3-ylsulfanyl)-2-fluoro-phenyl]-acetic acid ethyl ester), IC=1C=NN(C1)CCC (4-iodo-1-propyl-1H-pyrazole). The product is C(C)OC(CC1=C(C(=CC=C1)SC1=C(N(C2=C(C(=CC=C12)Cl)F)C=1C=NN(C1)CCC)C)F)=O ({3-[6-Chloro-7-fluoro-2-methyl-1-(1-propyl-1H-pyrazol-4-yl)-1H-indol-3-ylsulfanyl]-2-fluoro-phenyl}-acetic acid ethyl ester). RXN SMILES: [CH2:1]([O:3][C:4](=[O:26])[CH2:5][C:6]1[CH:11]=[CH:10][CH:9]=[C:8]([S:12][C:13]2[C:21]3[C:16](=[C:17]([F:23])[C:18]([Cl:22])=[CH:19][CH:20]=3)[NH:15][C:14]=2[CH3:24])[C:7]=1[F:25])[CH3:2].I[C:28]1[CH:29]=[N:30][N:31]([CH2:33][CH2:34][CH3:35])[CH:32]=1>>[CH2:1]([O:3][C:4](=[O:26])[CH2:5][C:6]1[CH:11]=[CH:10][CH:9]=[C:8]([S:12][C:13]2[C:21]3[C:16](=[C:17]([F:23])[C:18]([Cl:22])=[CH:19][CH:20]=3)[N:15]([C:28]3[CH:29]=[N:30][N:31]([CH2:33][CH2:34][CH3:35])[CH:32]=3)[C:14]=2[CH3:24])[C:7]=1[F:25])[CH3:2]. Reported procedure: Prepared according to the procedure described in Example 55, Step 2 using the following starting materials: [3-(6-Chloro-7-fluoro-2-methyl-1H-indol-3-ylsulfanyl)-2-fluoro-phenyl]-acetic acid ethyl ester and 4-iodo-1-propyl-1H-pyrazole.